This data is from the Open Reaction Database (ORD), a public repository of structured organic reaction records. The task is: describe an organic reaction: reactants, conditions, products, and yield The reactants are C([O-])([O-])=O.[K+].[K+] (potassium carbonate), ClC1=C(C(=C(C=C1OC)OC)Cl)C1=CC2=C(C=N1)C(=NN2)I (6-(2,6-dichloro-3,5-dimethoxyphenyl)-3-iodo-1H-pyrazolo[4,3-c]pyridine), C(C)OC(CN1N=CC(=C1)B1OC(C(O1)(C)C)(C)C)=O (ethyl[4-(4,4,5,5-tetramethyl-1,3,2-dioxaborolan-2-yl)-1H-pyrazol-1-yl]acetate), ClCCl (dichloromethane). Reagents/catalysts: C1=CC=C(C=C1)P([C-]2C=CC=C2)C3=CC=CC=C3.C1=CC=C(C=C1)P([C-]2C=CC=C2)C3=CC=CC=C3.Cl[Pd]Cl.[Fe+2] ([1,1′-bis(diphenylphosphino)ferrocene]dichloropalladium(II)). Run in O1CCOCC1 (1,4-dioxane), O (water). Reaction conditions: temperature 85 celsius, time 6 hour. The product is ClC1=C(C(=C(C=C1OC)OC)Cl)C1=CC2=C(C=N1)C(=NN2)C=2C=NN(C2)CC(=O)O ({4-[6-(2,6-dichloro-3,5-dimethoxyphenyl)-1H-pyrazolo[4,3-c]pyridin-3-yl]-1H-pyrazol-1-yl}acetic acid). Yield: 50.0%. As a reaction SMILES: [Cl:1][C:2]1[C:7]([O:8][CH3:9])=[CH:6][C:5]([O:10][CH3:11])=[C:4]([Cl:12])[C:3]=1[C:13]1[N:18]=[CH:17][C:16]2[C:19](I)=[N:20][NH:21][C:15]=2[CH:14]=1.C([O:25][C:26](=[O:42])[CH2:27][N:28]1[CH:32]=[C:31](B2OC(C)(C)C(C)(C)O2)[CH:30]=[N:29]1)C.ClCCl.C(=O)([O-])[O-].[K+].[K+]>O1CCOCC1.O.C1C=CC(P(C2C=CC=CC=2)[C-]2C=CC=C2)=CC=1.C1C=CC(P(C2C=CC=CC=2)[C-]2C=CC=C2)=CC=1.Cl[Pd]Cl.[Fe+2]>[Cl:1][C:2]1[C:7]([O:8][CH3:9])=[CH:6][C:5]([O:10][CH3:11])=[C:4]([Cl:12])[C:3]=1[C:13]1[N:18]=[CH:17][C:16]2[C:19]([C:31]3[CH:30]=[N:29][N:28]([CH2:27][C:26]([OH:42])=[O:25])[CH:32]=3)=[N:20][NH:21][C:15]=2[CH:14]=1 |f:3.4.5,8.9.10.11|. Procedure details: A mixture of 6-(2,6-dichloro-3,5-dimethoxyphenyl)-3-iodo-1H-pyrazolo[4,3-c]pyridine (0.20 g, 0.44 mmol), ethyl[4-(4,4,5,5-tetramethyl-1,3,2-dioxaborolan-2-yl)-1H-pyrazol-1-yl]acetate (Aldrich, Cat. No. 683566) (0.14 g, 0.49 mmol), [1,1′-bis(diphenylphosphino)ferrocene]dichloropalladium(II) complexed with dichloromethane (1:1) (18 mg, 0.022 mmol), and potassium carbonate (0.184 g, 1.33 mmol) in 1,4-dioxane (10 mL) and water (5 mL) was degassed and recharged with nitrogen three times. The reaction...